The task is: describe an organic reaction: reactants, conditions, products, and yield. This data is from the Open Reaction Database (ORD), a public repository of structured organic reaction records. The reactants are BrC=1C=C(C(N(C1)C)=O)NC1=NC(=CC=C1)O (5-Bromo-3-(6-hydroxypyridin-2-ylamino)-1-methylpyridin-2(1H)-one), CC1=CC=C(C=C1)S(=O)(=O)OCCNC(=O)OC(C)(C)C (2-(tert-butoxycarbonylamino)ethyl 4-methylbenzenesulfonate), C(=O)([O-])[O-].[Cs+].[Cs+] (Cs2CO3). The solvent is CN(C)C=O (DMF). Reaction conditions: temperature 100 celsius, time 4 hour. Product: BrC=1C=C(C(N(C1)C)=O)NC1=CC=CC(=N1)OCCNC(OC(C)(C)C)=O (Tert-butyl 2-(6-(5-bromo-1-methyl-2-oxo-1,2-dihydropyridin-3-ylamino)pyridin-2-yloxy)ethylcarbamate). The yield is 15.6%. Reaction SMILES: [Br:1][C:2]1[CH:3]=[C:4]([NH:10][C:11]2[CH:16]=[CH:15][CH:14]=[C:13]([OH:17])[N:12]=2)[C:5](=[O:9])[N:6]([CH3:8])[CH:7]=1.CC1C=CC(S(O[CH2:29][CH2:30][NH:31][C:32]([O:34][C:35]([CH3:38])([CH3:37])[CH3:36])=[O:33])(=O)=O)=CC=1.C([O-])([O-])=O.[Cs+].[Cs+]>CN(C=O)C>[Br:1][C:2]1[CH:3]=[C:4]([NH:10][C:11]2[N:12]=[C:13]([O:17][CH2:29][CH2:30][NH:31][C:32](=[O:33])[O:34][C:35]([CH3:38])([CH3:37])[CH3:36])[CH:14]=[CH:15][CH:16]=2)[C:5](=[O:9])[N:6]([CH3:8])[CH:7]=1 |f:2.3.4|. Procedure details: A mixture of compound 101a (7.0 g, 23.75 mmol), 2-(tert-butoxycarbonylamino)ethyl 4-methylbenzenesulfonate (3.0 g, 9.5 mmol) and Cs2CO3 (3.7 g, 11.4 mmol) in DMF (40 mL) was stirred at 100° C. for 4 h. The reaction mixture was concentrated. The residue was treated with EA and filtered. The filtrate was washed with water. The organic layer was separated, dried over Na2SO4, filtered and concentrated to give Tert-butyl 2-(6-(5-bromo-1-methyl-2-oxo-1,2-dihydropyridin-3-ylamino)pyridin-2-yloxy)ethylc...